Dataset: the Open Reaction Database (ORD), a public repository of structured organic reaction records. Task: describe an organic reaction: reactants, conditions, products, and yield Procedure details: An adhesive as described in Example 2 was prepared except that 1.0 g. of PMDA, 1.5 g. of E/DMAEMA resin and an additional 4.75 g. of Piccoumaron® 410 HL were added. The reactants are C1=C2C(=CC3=C1C(=O)OC3=O)C(=O)OC2=O (PMDA), CC(=C)C(=O)OCCN(C)C (DMAEMA). RXN SMILES: C1[C:6]2[C:7]([O:9][C:10](=O)[C:5]=2[CH:4]=[C:3]2[C:12]([O:14][C:15](=O)C=12)=[O:13])=[O:8].CC(C(OCCN(C)C)=O)=C>>[C:7]([O:9][CH3:10])(=[O:8])[CH2:6][CH2:5][CH2:4][CH2:3][C:12]([O:14][CH3:15])=[O:13]. Yields the product C(CCCCC(=O)OC)(=O)OC (Dimethyl Adipate). Reactants: C(=O)N (formamide), NC1CN(CC1)CC1=CC=CC=C1 (3-Amino-1-benzylpyrrolidine). Solvent: C(=O)O (formic acid). Yields the product C(C1=CC=CC=C1)N1CC(CC1)NC=O (1-benzyl-3-formylaminopyrrolidine). RXN SMILES: [NH2:1][CH:2]1[CH2:6][CH2:5][N:4]([CH2:7][C:8]2[CH:13]=[CH:12][CH:11]=[CH:10][CH:9]=2)[CH2:3]1.[CH:14](N)=[O:15]>C(O)=O>[CH2:7]([N:4]1[CH2:5][CH2:6][CH:2]([NH:1][CH:14]=[O:15])[CH2:3]1)[C:8]1[CH:13]=[CH:12][CH:11]=[CH:10][CH:9]=1. Reported procedure: 3-Amino-1-benzylpyrrolidine [J. Med. Chem., 11, 1034 (1968)] was allowed to react with formic acid and formamide to give 1-benzyl-3-formylaminopyrrolidine. This compound was reduced with sodium bis(2-methoxyethoxy)-aluminium hydride to give 1-benzyl-3-methylaminopyrrolidine, b.p. 134°-136° C./5-6 mmHg. This compound was treated with acetic anhydride to give 3-(N-acetyl-N-methylamino)-1-benzylpyrrolidine, b.p. 144°-147° C./0.5 mmHg. This compound was hydrogenated catalytically in the presence of ... Reactants: [N+](=O)([O-])C1=CC=C(C=C1)C(CCC(=O)O)C (4-(4-nitrophenyl)valeric acid), C(C)O (ethanol). RXN SMILES: [N+:1]([C:4]1[CH:9]=[CH:8][C:7]([CH:10]([CH3:16])[CH2:11][CH2:12][C:13]([OH:15])=[O:14])=[CH:6][CH:5]=1)([O-:3])=[O:2].[CH2:17](O)[CH3:18]>>[N+:1]([C:4]1[CH:5]=[CH:6][C:7]([CH:10]([CH3:16])[CH2:11][CH2:12][C:13]([O:15][CH2:17][CH3:18])=[O:14])=[CH:8][CH:9]=1)([O-:3])=[O:2]. Reported procedure: A mixture of 110 g of 4-(4-nitrophenyl)valeric acid, 660 ml of absolute ethanol and 10 ml of concentrated sulfuric was heated under reflux overnight. The ethanol was evaporated in vacuo and the residue was partitioned between ether and water. The ether extract was washed with 5% sodium bicarbonate, with water, dried over anhydrous sodium sulfate, filtered and evaporated to give 119 g (97%) of product. The product has bp 127°-128° C. (1.5 mm). The yield is 97.0%. Yields the product [N+](=O)([O-])C1=CC=C(C=C1)C(CCC(=O)OCC)C (Ethyl 4-(4-nitrophenyl)pentanoate). The product is C[Si](N1CCC(CC1)C(=O)OCC)(C)C (ethyl N-trimethylsilylpiperidin-4-ylcarboxylate). Reaction SMILES: [NH:1]1[CH2:6][CH2:5][CH:4]([C:7]([O:9][CH2:10][CH3:11])=[O:8])[CH2:3][CH2:2]1.[CH3:12][Si:13](Cl)([CH3:15])[CH3:14]>>[CH3:12][Si:13]([CH3:15])([CH3:14])[N:1]1[CH2:6][CH2:5][CH:4]([C:7]([O:9][CH2:10][CH3:11])=[O:8])[CH2:3][CH2:2]1. The reactants are N1CCC(CC1)C(=O)OCC (ethyl piperidin-4-ylcarboxylate), C[Si](C)(C)Cl (trimethylsilyl chloride). Reported procedure: In an alternative method, ethyl piperidin-4-ylcarboxylate was reacted with trimethylsilyl chloride, yielding ethyl N-trimethylsilylpiperidin-4-ylcarboxylate (B). Intermediate (B) was then reacted with a two to three molar excess of the Grignard reagent of an appropriately substituted halide, as described above, affording a 4-[bis(substituted)hydroxymethyl]piperidine (C), for example 4-[bis(4-trifluoromethylphenyl)hydroxymethyl]piperidine. Intermediate (C) was reacted with an appropriately substi...